From a dataset of the Open Reaction Database (ORD), a public repository of structured organic reaction records. describe an organic reaction: reactants, conditions, products, and yield Starting materials: O=C1CCC(=O)N1Cl, ClCCl, CC(C)(C)ON=O, CCOC(=O)c1cnn(-c2ccccn2)c1N. The product is CCOC(=O)c1cnn(-c2ccccn2)c1Cl. RXN SMILES: [Cl:18][N:19]1[C:20](=[O:21])[CH2:22][CH2:23][C:24]1=[O:25].[Cl:33][CH2:34][Cl:35].[N:26]([O:27][C:28]([CH3:29])([CH3:30])[CH3:31])=[O:32].[NH2:1][c:2]1[c:3]([C:13](=[O:14])[O:15][CH2:16][CH3:17])[cH:4][n:5][n:6]1-[c:7]1[n:8][cH:9][cH:10][cH:11][cH:12]1>>[c:2]1([Cl:18])[c:3]([C:13](=[O:14])[O:15][CH2:16][CH3:17])[cH:4][n:5][n:6]1-[c:7]1[n:8][cH:9][cH:10][cH:11][cH:12]1. The reactants are CCCCCCCCOCc1cccc(C(=O)O)n1, CCN=C=NCCCN(C)C, ClCCl, Cl, O, On1nnc2ccccc21. Yields the product CCCCCCCCOCc1cccc(Cn2n[n+]([O-])c3ccccc32)n1. As a reaction SMILES: [CH2:11]([CH2:12][CH2:13][CH2:14][CH2:15][CH2:16][CH2:17][CH3:18])[O:19][CH2:20][c:21]1[cH:22][cH:23][cH:24][c:25]([C:27]([OH:28])=[O:29])[n:26]1.[CH2:31]([N:32]=[C:33]=[N:34][CH2:35][CH2:36][CH2:37][N:38]([CH3:39])[CH3:40])[CH3:41].[Cl:43][CH2:44][Cl:45].[ClH:30].[OH2:42].[OH:1][n:2]1[n:3][n:4][c:5]2[c:6]1[cH:7][cH:8][cH:9][cH:10]2>>[O-:1][n+:2]1[n:3][n:4]([CH2:27][c:25]2[cH:24][cH:23][cH:22][c:21]([CH2:20][O:19][CH2:11][CH2:12][CH2:13][CH2:14][CH2:15][CH2:16][CH2:17][CH3:18])[n:26]2)[c:5]2[c:6]1[cH:7][cH:8][cH:9][cH:10]2.